This data is from the Open Reaction Database (ORD), a public repository of structured organic reaction records. The task is: describe an organic reaction: reactants, conditions, products, and yield The reactants are CC(=O)C(C)(C)C (pinacolin), COC(C(=O)OC)=O (oxalic acid dimethyl ester). Yields the product COC(C(=O)CC(C(C)(C)C)=O)=O (pivaloylpyruvic acid methyl ester). RXN SMILES: [CH3:1][C:2]([C:4]([CH3:7])([CH3:6])[CH3:5])=[O:3].[CH3:8][O:9][C:10](=[O:15])[C:11](OC)=[O:12]>>[CH3:8][O:9][C:10](=[O:15])[C:11]([CH2:1][C:2](=[O:3])[C:4]([CH3:7])([CH3:6])[CH3:5])=[O:12]. Reported procedure: When a mixture, heated to 50° C., of pinacolin and oxalic acid dimethyl ester was added and the procedure was otherwise the same as in Example 6, a amount of 166.7 g of pivaloylpyruvic acid methyl ester (89% of the theoretical yield) were obtained. Purity: 99.3%. The reactants are BrC1=C(CN2C(O[C@@H]([C@@H]2C)C2=CC=CC=C2)=O)C=C(C=C1)C(F)(F)F ((4S,5R)-3-(2-bromo-5-trifluoromethyl-benzyl)-4-methyl-5-phenyl-oxazolidin-2-one), COC(CC1=CC(=CC=C1)B1OC(C(O1)(C)C)(C)C)=O ([3-(4,4,5,5-tetramethyl-[1,3,2]dioxaborolan-2-yl)-phenyl]-acetic acid methyl ester). The product is COC(CC=1C=C(C=CC1)C1=C(C=C(C=C1)C(F)(F)F)CN1C(O[C@@H]([C@@H]1C)C1=CC=CC=C1)=O)=O ([2′-((4S,5R)-4-Methyl-2-oxo-5-phenyl-oxazolidin-3-ylmethyl)-4′-trifluoromethyl-biphenyl-3-yl]-acetic acid methyl ester). Reaction SMILES: Br[C:2]1[CH:21]=[CH:20][C:19]([C:22]([F:25])([F:24])[F:23])=[CH:18][C:3]=1[CH2:4][N:5]1[C@@H:9]([CH3:10])[C@@H:8]([C:11]2[CH:16]=[CH:15][CH:14]=[CH:13][CH:12]=2)[O:7][C:6]1=[O:17].[CH3:26][O:27][C:28](=[O:45])[CH2:29][C:30]1[CH:35]=[CH:34][CH:33]=[C:32](B2OC(C)(C)C(C)(C)O2)[CH:31]=1>>[CH3:26][O:27][C:28](=[O:45])[CH2:29][C:30]1[CH:35]=[C:34]([C:2]2[CH:21]=[CH:20][C:19]([C:22]([F:25])([F:24])[F:23])=[CH:18][C:3]=2[CH2:4][N:5]2[C@@H:9]([CH3:10])[C@@H:8]([C:11]3[CH:16]=[CH:15][CH:14]=[CH:13][CH:12]=3)[O:7][C:6]2=[O:17])[CH:33]=[CH:32][CH:31]=1. Procedure details: Prepared according to the procedure described in Example 1, Step 4, using the following starting materials: (4S,5R)-3-(2-bromo-5-trifluoromethyl-benzyl)-4-methyl-5-phenyl-oxazolidin-2-one and [3-(4,4,5,5-tetramethyl-[1,3,2]dioxaborolan-2-yl)-phenyl]-acetic acid methyl ester. Starting materials: O=B[O-], CC(=O)O, CO, CC(C)(C(=O)C(Oc1ccc(Cl)cc1Cl)n1cncn1)C(Cl)Cl, [Na+]. Yields the product CC(C)(C(Cl)Cl)C(O)C(Oc1ccc(Cl)cc1Cl)n1cncn1. As a reaction SMILES: [B:1]([O-:2])=[O:3].[CH3:28][C:29](=[O:30])[OH:31].[CH3:32][OH:33].[Cl:5][CH:6]([C:7]([C:8]([CH:9]([n:10]1[n:11][cH:12][n:13][cH:14]1)[O:15][c:16]1[c:17]([Cl:23])[cH:18][c:19]([Cl:22])[cH:20][cH:21]1)=[O:24])([CH3:25])[CH3:26])[Cl:27].[Na+:4]>>[Cl:5][CH:6]([C:7]([CH:8]([CH:9]([n:10]1[n:11][cH:12][n:13][cH:14]1)[O:15][c:16]1[c:17]([Cl:23])[cH:18][c:19]([Cl:22])[cH:20][cH:21]1)[OH:24])([CH3:25])[CH3:26])[Cl:27]. Reactants: Cl.C(C)N=C=NCCCN(C)C (N-ethyl-N'-(3-dimethylaminopropyl)carbodiimide hydrochloride), OC1=CC=CC=2NN=NC21 (hydroxybenzotriazole), 3-methoxy-4-[2-[3-(tert-butoxycarbonyl)aminoprop-1-yl]oxybenzoyl]amino-N-[2-(4-aminobut-1-yl)oxy-4-methyl]phenyl-N-methylbenzamide, C(C)(C)(C)OC(=O)NCC(=O)O (N-(tert-butoxycarbonyl)glycine), CN(C=O)C (N,N-dimethylformamide). Run in C(C)(=O)OCC (ethyl acetate). Conditions: time 8 hour. Yields the product C1(=CC=CC=C1)C1=C(C(=O)NC)C=CC=C1 (phenyl-N-methylbenzamide). RXN SMILES: [C:1](OC(NCC(O)=O)=O)([CH3:4])([CH3:3])C.Cl.C(N=C=N[CH2:19][CH2:20][CH2:21]N(C)C)C.O[C:26]1[C:34]2N=NN[C:30]=2[CH:29]=[CH:28][CH:27]=1.[CH3:35][N:36](C)[CH:37]=[O:38]>C(OCC)(=O)C>[C:26]1([C:3]2[CH:1]=[CH:4][CH:21]=[CH:20][C:19]=2[C:37]([NH:36][CH3:35])=[O:38])[CH:34]=[CH:30][CH:29]=[CH:28][CH:27]=1 |f:1.2|. Reported procedure: To a mixture of 3-methoxy-4-[2-[3-(tert-butoxycarbonyl)aminoprop-1-yl]oxybenzoyl]amino-N-[2-(4-aminobut-1-yl)oxy-4-methyl]phenyl-N-methylbenzamide (365 mg) and N-(tert-butoxycarbonyl)glycine (111 mg) in N,N-dimethylformamide (15 ml) were added N-ethyl-N'-(3-dimethylaminopropyl)carbodiimide hydrochloride (132 mg) and hydroxybenzotriazole (93.2 mg) and the mixture was stirred at ambient temperature overnight. The solution was diluted with ethyl acetate (30 ml) and the solution was washed successiv...